Dataset: the Open Reaction Database (ORD), a public repository of structured organic reaction records. Task: describe an organic reaction: reactants, conditions, products, and yield The reactants are C(C)OC(=O)CN(C=1C=C(C(=O)OC)C=C(C1)CO)C(C1=CC=CC=C1)C1=CC=CC=C1 (3-[[Ethoxycarbonylmethyl][diphenylmethyl]amino]-5-[hydroxymethyl]benzoic acid, methyl ester), ClC(Cl)(OC(OC(Cl)(Cl)Cl)=O)Cl (triphosgene), N1=CC=CC=C1 (pyridine). Product: ClCC=1C=C(C(=O)OC)C=C(C1)N(C(C1=CC=CC=C1)C1=CC=CC=C1)CC(=O)OCC (3-Chloromethyl-5-[[ethoxycarbonylmethyl][diphenylmethyl]amino]benzoic acid, methyl ester). The solvent is O1CCCC1 (tetrahydrofuran). Reaction SMILES: [CH2:1]([O:3][C:4]([CH2:6][N:7]([CH:20]([C:27]1[CH:32]=[CH:31][CH:30]=[CH:29][CH:28]=1)[C:21]1[CH:26]=[CH:25][CH:24]=[CH:23][CH:22]=1)[C:8]1[CH:9]=[C:10]([CH:15]=[C:16]([CH2:18]O)[CH:17]=1)[C:11]([O:13][CH3:14])=[O:12])=[O:5])[CH3:2].[Cl:33]C(Cl)(OC(=O)OC(Cl)(Cl)Cl)Cl.N1C=CC=CC=1>O1CCCC1>[Cl:33][CH2:18][C:16]1[CH:15]=[C:10]([CH:9]=[C:8]([N:7]([CH2:6][C:4]([O:3][CH2:1][CH3:2])=[O:5])[CH:20]([C:27]2[CH:32]=[CH:31][CH:30]=[CH:29][CH:28]=2)[C:21]2[CH:22]=[CH:23][CH:24]=[CH:25][CH:26]=2)[CH:17]=1)[C:11]([O:13][CH3:14])=[O:12]. Reported procedure: The product of step (v) (0.5 g) in tetrahydrofuran (20 ml) was treated with triphosgene (0.114 g) then pyridine (0.183 g). After 16 hours the reaction was evaporated and purified by chromatography eluting with 20% ethyl acetate in isohexane. Yield 0.4 g. The reactants are C(C)(C)(C)OC(NCC1=CC=C(C=C1)C1=CN=C2N1C=CC(=C2)C2=CC=C(C=C2)C(=O)N2CCN(CC2)C)=O ((4-{7-[4-(4-methyl-piperazine-1-carbonyl)-phenyl]-imidazo[1,2-a]pyridin-3-yl}-benzyl)-carbamic acid tert-butyl ester), Cl (HCl). Solvent: O1CCOCC1 (1,4-dioxane), O1CCOCC1 (1,4-dioxane). The product is Cl.Cl.NCC1=CC=C(C=C1)C1=CN=C2N1C=CC(=C2)C2=CC=C(C=C2)C(=O)N2CCN(CC2)C ({4-[3-(4-Aminomethyl-phenyl)-imidazo[1,2-a]pyridin-7-yl]-phenyl}-(4-methyl-piperazin-1-yl)-methanone, bis hydrochloride). Isolated yield 100.0%. Reaction SMILES: C(OC(=O)[NH:7][CH2:8][C:9]1[CH:14]=[CH:13][C:12]([C:15]2[N:19]3[CH:20]=[CH:21][C:22]([C:24]4[CH:29]=[CH:28][C:27]([C:30]([N:32]5[CH2:37][CH2:36][N:35]([CH3:38])[CH2:34][CH2:33]5)=[O:31])=[CH:26][CH:25]=4)=[CH:23][C:18]3=[N:17][CH:16]=2)=[CH:11][CH:10]=1)(C)(C)C.[ClH:40]>O1CCOCC1>[ClH:40].[ClH:40].[NH2:7][CH2:8][C:9]1[CH:10]=[CH:11][C:12]([C:15]2[N:19]3[CH:20]=[CH:21][C:22]([C:24]4[CH:25]=[CH:26][C:27]([C:30]([N:32]5[CH2:37][CH2:36][N:35]([CH3:38])[CH2:34][CH2:33]5)=[O:31])=[CH:28][CH:29]=4)=[CH:23][C:18]3=[N:17][CH:16]=2)=[CH:13][CH:14]=1 |f:3.4.5|. Reported procedure: Combine (4-{7-[4-(4-methyl-piperazine-1-carbonyl)-phenyl]-imidazo[1,2-a]pyridin-3-yl}-benzyl)-carbamic acid tert-butyl ester (0.87 g, 1.65 mmol), 4N HCl in 1,4-dioxane (15 mL, 60 mmol) in 1,4-dioxane (35 mL) and stir overnight (16 hours). Concentrate slurry to a residue. Dissolve residue in methanol (50 mL) and concentrate to afford the title compound (0.90 g, 100%). MS(ES), m/z 426 (M+1 for free base). The reactants are O=C([O-])[O-], Cn1ccc(NC(=O)c2cc(O)c3c(c2)OC(C)(C)C3)n1, COC(=O)c1cnc(Cl)cn1, [Cs+], [Cs+], CN(C)C=O. The product is COC(=O)c1cnc(Oc2cc(C(=O)Nc3ccn(C)n3)cc3c2CC(C)(C)O3)cn1. Reaction SMILES: [C:33](=[O:34])([O-:35])[O-:36].[CH3:12][n:13]1[n:14][c:15]([NH:18][C:19](=[O:20])[c:21]2[cH:22][c:23]3[c:24]([c:30]([OH:32])[cH:31]2)[CH2:25][C:26]([CH3:28])([CH3:29])[O:27]3)[cH:16][cH:17]1.[Cl:1][c:2]1[n:3][cH:4][c:5]([C:8](=[O:9])[O:10][CH3:11])[n:6][cH:7]1.[Cs+:37].[Cs+:38].[O:39]=[CH:40][N:41]([CH3:42])[CH3:43]>>[c:2]1([O:32][c:30]2[c:24]3[c:23]([cH:22][c:21]([C:19]([NH:18][c:15]4[n:14][n:13]([CH3:12])[cH:17][cH:16]4)=[O:20])[cH:31]2)[O:27][C:26]([CH3:28])([CH3:29])[CH2:25]3)[n:3][cH:4][c:5]([C:8](=[O:9])[O:10][CH3:11])[n:6][cH:7]1. The reactants are COc1c(C)cc(Br)cc1C, CCOC(=O)Cl, I, [Mg], C1CCOC1. Reaction SMILES: [Br:1][c:2]1[cH:3][c:4]([CH3:11])[c:5]([O:9][CH3:10])[c:6]([CH3:8])[cH:7]1.[Cl:14][C:15](=[O:16])[O:17][CH2:18][CH3:19].[I:13].[Mg:12].[O:20]1[CH2:21][CH2:22][CH2:23][CH2:24]1>>[c:2]1([C:15](=[O:16])[O:17][CH2:18][CH3:19])[cH:3][c:4]([CH3:11])[c:5]([O:9][CH3:10])[c:6]([CH3:8])[cH:7]1. The product is CCOC(=O)c1cc(C)c(OC)c(C)c1. Reactants: C(C1=CC=CC=C1)O[C@H]1[C@@H](OC[C@@H]([C@@H]1OC)C)C(=O)OC (methyl (2R,3R,4S,5S)-3-benzyloxy-4-methoxy-5-methyltetrahydro-2H-pyran-2-carboxylate), C(CCCCCC)N (heptylamine), Cl (HCl). Reaction conditions: temperature 90 celsius, time 12 hour. The product is C(CCCCCC)NC(=O)[C@@H]1OC[C@@H]([C@@H]([C@H]1O)OC)C ((2R,3R,4S,5S)-N-heptyl-3-hydroxy-4-methoxy-5methyltetrahydro-2H-pyran-2-carboxamide). Yield: 49.3%. As a reaction SMILES: C([O:8][C@@H:9]1[C@@H:14]([O:15][CH3:16])[C@@H:13]([CH3:17])[CH2:12][O:11][C@H:10]1[C:18]([O:20]C)=O)C1C=CC=CC=1.[CH2:22]([NH2:29])[CH2:23][CH2:24][CH2:25][CH2:26][CH2:27][CH3:28].Cl>>[CH2:22]([NH:29][C:18]([C@H:10]1[C@H:9]([OH:8])[C@@H:14]([O:15][CH3:16])[C@@H:13]([CH3:17])[CH2:12][O:11]1)=[O:20])[CH2:23][CH2:24][CH2:25][CH2:26][CH2:27][CH3:28]. Reported procedure: A mixture of methyl (2R,3R,4S,5S)-3-benzyloxy-4-methoxy-5-methyltetrahydro-2H-pyran-2-carboxylate (7 mg, 0.024 mmole) and heptylamine (0.1 ml, 0.68 mmole) was heated at 90° C. for 3 hr. The reaction mixture was adjusted to pH 3 with 0.1N aqueous HCl, and partitioned between ether (10 ml) and water (10 ml). The ether layer was dried over anhydrous magnesium sulfate and evaporated to dryness under reduced pressure. A solution of the resulting crude amide in MeOH (5 ml) was stirred under hydrogen a... Run in [Cl-].[Na+].O (Brine), O (water), C(C)(=O)O (acetic acid), C1(=CC=CC=C1)C (toluene), C1(=CC=CC=C1)C (toluene). Isolated yield 57.8%. As a reaction SMILES: C(O[C:4](=[O:25])[C:5]1[CH:10]=[C:9]([O:11][CH3:12])[C:8]([O:13][CH3:14])=[CH:7][C:6]=1[NH:15][C:16](=[O:24])[CH2:17][CH2:18][C:19]([O:21][CH2:22][CH3:23])=[O:20])C.CN(C)C=O.[H-].[Na+].[H][H]>C1(C)C=CC=CC=1.[Cl-].[Na+].O.O.C(O)(=O)C>[CH2:22]([O:21][C:19]([C:18]1[CH2:17][C:16](=[O:24])[NH:15][C:6]2[CH:7]=[C:8]([O:13][CH3:14])[C:9]([O:11][CH3:12])=[CH:10][C:5]=2[C:4]=1[OH:25])=[O:20])[CH3:23] |f:2.3,6.7.8|. Conditions: temperature 80 celsius, time 7 hour. Starting materials: [H][H] (hydrogen), C(C)OC(C1=C(C=C(C(=C1)OC)OC)NC(CCC(=O)OCC)=O)=O (4,5-dimethoxy-2-[(4-ethoxy-1,4-dioxobutyl)amino]benzoic acid ethyl ester), CN(C=O)C (N,N-dimethylformamide), [H-].[Na+] (sodium hydride). Yields the product C(C)OC(=O)C1=C(C2=C(NC(C1)=O)C=C(C(=C2)OC)OC)O (5-Hydroxy-7,8-dimethoxy-2-oxo-2,3-dihydro-1H-benzo[b]azepine-4-carboxylic acid ethyl ester). Procedure details: A solution of 4,5-dimethoxy-2-[(4-ethoxy-1,4-dioxobutyl)amino]benzoic acid ethyl ester (5.940 g, 16 mmol) and N,N-dimethylformamide (7.5 ml) in toluene (60 ml) was added dropwise to a stirred suspension of powdered sodium hydride (80%, 2.57 g, 85.7 mmol) under argon in toluene (70 ml). After the hydrogen evolution had ceased, the mixture was stirred for 7 hours at 80° C. under argon, then cooled to 20° C. and acetic acid (5 ml) and water (40 ml) added dropwise in succession. Brine (100 ml) was a...